describe an organic reaction: reactants, conditions, products, and yield From a dataset of the Open Reaction Database (ORD), a public repository of structured organic reaction records. Starting materials: O=C(O)CC(=O)C(=O)O, Cc1ccccc1, Cl, [K+], [OH-], O, O=C(O)C(=O)Cc1ccccc1. Yields the product O=C(O)C(=O)CC(O)(Cc1ccccc1)C(=O)O. As a reaction SMILES: [C:15]([CH2:16][C:17](=[O:18])[C:19](=[O:20])[OH:21])([OH:22])=[O:23].[CH3:26][c:27]1[cH:28][cH:29][cH:30][cH:31][cH:32]1.[ClH:24].[K+:2].[OH-:1].[OH2:25].[c:3]1([CH2:9][C:10]([C:11](=[O:12])[OH:13])=[O:14])[cH:4][cH:5][cH:6][cH:7][cH:8]1>>[c:3]1([CH2:9][C:10]([C:11](=[O:12])[OH:13])([OH:14])[CH2:16][C:17](=[O:18])[C:19](=[O:20])[OH:21])[cH:4][cH:5][cH:6][cH:7][cH:8]1. Starting materials: BrC=1C(=C(N(C1C(C1=CC=C(C=C1)Cl)=O)C)CC(=O)OCC)C(=O)OCC (ethyl 4-bromo- 5-p-chlorobenzoyl-3-ethoxycarbonyl-1-methylpyrrole-2acetate), ice hydrochloric acid. The solvent is [OH-].[Na+] (sodium hydroxide). Product: BrC=1C(=C(N(C1C(C1=CC=C(C=C1)Cl)=O)C)CC(=O)O)C(=O)O (4-Bromo-3-carboxy-5-p-chlorobenzoyl-1-methyl- pyrrole-2-acetic acid). RXN SMILES: [Br:1][C:2]1[C:3]([C:23]([O:25]CC)=[O:24])=[C:4]([CH2:17][C:18]([O:20]CC)=[O:19])[N:5]([CH3:16])[C:6]=1[C:7](=[O:15])[C:8]1[CH:13]=[CH:12][C:11]([Cl:14])=[CH:10][CH:9]=1>[OH-].[Na+]>[Br:1][C:2]1[C:3]([C:23]([OH:25])=[O:24])=[C:4]([CH2:17][C:18]([OH:20])=[O:19])[N:5]([CH3:16])[C:6]=1[C:7](=[O:15])[C:8]1[CH:13]=[CH:12][C:11]([Cl:14])=[CH:10][CH:9]=1 |f:1.2|. Reported procedure: A 17.8 g. sample of ethyl 4-bromo- 5-p-chlorobenzoyl-3-ethoxycarbonyl-1-methylpyrrole-2acetate in 200 ml of 25% sodium hydroxide is stirred at 95° C. for 2 hours. It is then poured into ice-hydrochloric acid and the resulting solid 4-bromo-3-carboxy-5-p-chlorobenzoyl-1- methylpyrrole-2-acetic acid is collected and dried; m.p. 261° -263° C. The reactants are C(C)(=O)OCCN(C1=CC=C(C=C1)F)CC(=O)OCC (N-ethoxycarbonylmethyl-N-(4-fluorophenyl)-aminoethyl acetate), [BH4-].[Li+] (lithium borohydride), O (water). The solvent is O1CCCC1 (tetrahydrofuran). Conditions: temperature 60 celsius, time 1 hour. The product is OCCN(CCO)C1=CC=C(C=C1)F (N,N-bis(2-Hydroxyethyl)-4-fluorophenylamine). Isolated yield 96.8%. As a reaction SMILES: C([O:4][CH2:5][CH2:6][N:7]([CH2:15][C:16](OCC)=[O:17])[C:8]1[CH:13]=[CH:12][C:11]([F:14])=[CH:10][CH:9]=1)(=O)C.[BH4-].[Li+].O>O1CCCC1>[OH:4][CH2:5][CH2:6][N:7]([C:8]1[CH:9]=[CH:10][C:11]([F:14])=[CH:12][CH:13]=1)[CH2:15][CH2:16][OH:17] |f:1.2|. Reported procedure: To a solution of N-ethoxycarbonylmethyl-N-(4-fluorophenyl)-aminoethyl acetate (13.51 g) in tetrahydrofuran (135 ml) was added lithium borohydride (4.15 g) and the mixture was stirred at 60° C. for 1 hr. The reaction mixture was poured into water (300 ml) and extracted with ethyl acetate. The extract was washed with saturated brine and dried over anhydrous magnesium sulfate. The solvent was evaporated to give the title compound (9.2 g) as a yellow oil. The reactants are COCCOC, CC1(C)c2cccc(P(c3ccccc3)c3ccccc3)c2Oc2c(P(c3ccccc3)c3ccccc3)cccc21, CCN(C(C)C)C(C)C, Sc1nnc2ccc(Cl)cn12, CC(C)(C)OC(=O)Nc1cn2nc(I)ccc2n1, O=C(C=Cc1ccccc1)C=Cc1ccccc1, O=C(C=Cc1ccccc1)C=Cc1ccccc1, O=C(C=Cc1ccccc1)C=Cc1ccccc1, [Pd], [Pd]. The product is CC(C)(C)OC(=O)Nc1cn2nc(Sc3nnc4ccc(Cl)cn34)ccc2n1. As a reaction SMILES: [CH3:137][O:138][CH2:139][CH2:140][O:141][CH3:142].[CH3:30][C:31]1([CH3:32])[c:33]2[cH:34][cH:35][cH:36][c:37]([P:38]([c:39]3[cH:40][cH:41][cH:42][cH:43][cH:44]3)[c:45]3[cH:46][cH:47][cH:48][cH:49][cH:50]3)[c:51]2[O:52][c:53]2[c:54]1[cH:55][cH:56][cH:57][c:58]2[P:59]([c:60]1[cH:61][cH:62][cH:63][cH:64][cH:65]1)[c:66]1[cH:67][cH:68][cH:69][cH:70][cH:71]1.[CH:72]([N:73]([CH2:74][CH3:75])[CH:76]([CH3:77])[CH3:78])([CH3:79])[CH3:80].[Cl:19][c:20]1[cH:21][cH:22][c:23]2[n:24]([cH:25]1)[c:26]([SH:29])[n:27][n:28]2.[I:1][c:2]1[cH:3][cH:4][c:5]2[n:6]([n:7]1)[cH:8][c:9]([NH:11][C:12]([O:13][C:14]([CH3:15])([CH3:16])[CH3:17])=[O:18])[n:10]2.[O:101]=[C:102]([CH:103]=[CH:104][c:105]1[cH:106][cH:107][cH:108][cH:109][cH:110]1)[CH:111]=[CH:112][c:113]1[cH:114][cH:115][cH:116][cH:117][cH:118]1.[O:119]=[C:120]([CH:121]=[CH:122][c:123]1[cH:124][cH:125][cH:126][cH:127][cH:128]1)[CH:129]=[CH:130][c:131]1[cH:132][cH:133][cH:134][cH:135][cH:136]1.[O:83]=[C:84]([CH:85]=[CH:86][c:87]1[cH:88][cH:89][cH:90][cH:91][cH:92]1)[CH:93]=[CH:94][c:95]1[cH:96][cH:97][cH:98][cH:99][cH:100]1.[Pd:81].[Pd:82]>>[c:2]1([S:29][c:26]2[n:24]3[c:23]([cH:22][cH:21][c:20]([Cl:19])[cH:25]3)[n:28][n:27]2)[cH:3][cH:4][c:5]2[n:6]([n:7]1)[cH:8][c:9]([NH:11][C:12]([O:13][C:14]([CH3:15])([CH3:16])[CH3:17])=[O:18])[n:10]2.